From a dataset of the Open Reaction Database (ORD), a public repository of structured organic reaction records. describe an organic reaction: reactants, conditions, products, and yield Starting materials: [Li]CCCC, Cc1ccoc1C, CCOCC, CCCCCC, Cl, N#Cc1ccccn1. Product: Cc1cc(C(=O)c2ccccn2)oc1C. RXN SMILES: [CH2:8]([Li:9])[CH2:10][CH2:11][CH3:12].[CH3:1][c:2]1[o:3][cH:4][cH:5][c:6]1[CH3:7].[CH3:22][CH2:23][O:24][CH2:25][CH3:26].[CH3:27][CH2:28][CH2:29][CH2:30][CH2:31][CH3:32].[ClH:21].[N:13]#[C:14][c:15]1[cH:16][cH:17][cH:18][cH:19][n:20]1>>[CH3:1][c:2]1[o:3][c:4]([C:14]([c:15]2[cH:16][cH:17][cH:18][cH:19][n:20]2)=[O:24])[cH:5][c:6]1[CH3:7].